Dataset: the Open Reaction Database (ORD), a public repository of structured organic reaction records. Task: describe an organic reaction: reactants, conditions, products, and yield Starting materials: Cc1ccc(S(=O)(=O)OCC2C=Cc3cccc(-c4c(Cl)cccc4Cl)c3O2)cc1, CN, CS(C)=O, [Na+], [OH-]. Product: CNCC1C=Cc2cccc(-c3c(Cl)cccc3Cl)c2O1. As a reaction SMILES: [CH3:1][c:2]1[cH:3][cH:4][c:5]([S:6]([O:7][CH2:12][CH:13]2[O:14][c:15]3[c:16](-[c:23]4[c:24]([Cl:30])[cH:25][cH:26][cH:27][c:28]4[Cl:29])[cH:17][cH:18][cH:19][c:20]3[CH:21]=[CH:22]2)(=[O:8])=[O:9])[cH:10][cH:11]1.[CH3:31][NH2:32].[CH3:35][S:36](=[O:37])[CH3:38].[Na+:34].[OH-:33]>>[CH2:12]([CH:13]1[O:14][c:15]2[c:16](-[c:23]3[c:24]([Cl:30])[cH:25][cH:26][cH:27][c:28]3[Cl:29])[cH:17][cH:18][cH:19][c:20]2[CH:21]=[CH:22]1)[NH:32][CH3:31]. Starting materials: ClC1=NC=CC(=N1)Cl (2,4-dichloropyrimidine), [OH-].[Na+] (Sodium hydroxide), powder, C1(=CC(=CC=C1)O)O (benzene-1,3-diol). The solvent is CC(=O)C (acetone), O (water). Conditions: temperature 0 celsius, time 15 minute. The product is ClC1=NC=CC(=N1)OC=1C=C(C=CC1)O (3-(2-Chloro-pyrimidin-4-yloxy)-phenol). RXN SMILES: [OH-].[Na+].[C:3]1([OH:10])[CH:8]=[CH:7][CH:6]=[C:5]([OH:9])[CH:4]=1.[Cl:11][C:12]1[N:17]=[C:16](Cl)[CH:15]=[CH:14][N:13]=1>O.CC(C)=O>[Cl:11][C:12]1[N:17]=[C:16]([O:9][C:5]2[CH:4]=[C:3]([OH:10])[CH:8]=[CH:7][CH:6]=2)[CH:15]=[CH:14][N:13]=1 |f:0.1|. Procedure details: Sodium hydroxide (1.68 g; powder 98% pure; 40 mmol) is dissolved in water (30 mL), cooled to 0° C. and treated with benzene-1,3-diol (4.4 g; 40 mmol). Within 15 min, 2,4-dichloropyrimidine (5.95 g; 40 mmol) dissolved in acetone (50 mL) is added dropwise, keeping the reaction temperature below 5° C. After 15 min at 0° C., the ice bath is removed and the reaction kept stirring for additional 17.5 h. After filtering off the precipitate, the solvent is removed under reduced pressure. The residual oi...